This data is from the Open Reaction Database (ORD), a public repository of structured organic reaction records. The task is: describe an organic reaction: reactants, conditions, products, and yield Starting materials: C(C)(C)(C)OC(=O)N1C[C@H]([C@H](CC1)CNC(=O)C=1N=NC(=C(C1)C1=CC=C(C=C1)OC1CCCCC1)CCCC)F ((±)-cis-4-({[6-Butyl-5-(4-cyclohexyloxy-phenyl)-pyridazine-3-carbonyl]-amino}-methyl)-3-fluoro-piperidine-1-carboxylic acid tert-butyl ester), Cl.O1CCOCC1 (HCl dioxane). Product: Cl.Cl.F[C@@H]1CNCC[C@@H]1CNC(=O)C=1N=NC(=C(C1)C1=CC=C(C=C1)OC1CCCCC1)CCCC ((±)-cis-6-butyl-5-(4-cyclohexyloxy-phenyl)-pyridazine-3-carboxylic acid (3-fluoro-piperidin-4-ylmethyl)-amide dihydrochloride). RXN SMILES: C(OC([N:8]1[CH2:13][CH2:12][C@H:11]([CH2:14][NH:15][C:16]([C:18]2[N:19]=[N:20][C:21]([CH2:37][CH2:38][CH2:39][CH3:40])=[C:22]([C:24]3[CH:29]=[CH:28][C:27]([O:30][CH:31]4[CH2:36][CH2:35][CH2:34][CH2:33][CH2:32]4)=[CH:26][CH:25]=3)[CH:23]=2)=[O:17])[C@H:10]([F:41])[CH2:9]1)=O)(C)(C)C.[ClH:42].O1CCOCC1>>[ClH:42].[ClH:42].[F:41][C@H:10]1[C@@H:11]([CH2:14][NH:15][C:16]([C:18]2[N:19]=[N:20][C:21]([CH2:37][CH2:38][CH2:39][CH3:40])=[C:22]([C:24]3[CH:29]=[CH:28][C:27]([O:30][CH:31]4[CH2:36][CH2:35][CH2:34][CH2:33][CH2:32]4)=[CH:26][CH:25]=3)[CH:23]=2)=[O:17])[CH2:12][CH2:13][NH:8][CH2:9]1 |f:1.2,3.4.5|. Reported procedure: (±)-cis-4-({[6-Butyl-5-(4-cyclohexyloxy-phenyl)-pyridazine-3-carbonyl]-amino}-methyl)-3-fluoro-piperidine-1-carboxylic acid tert-butyl ester (0.47 mmol, 266 mg) was stirred in 4 M HCl/dioxane (2 mL) for 20 min at room temperature. The solvent was evaporated to provide (±)-cis-6-butyl-5-(4-cyclohexyloxy-phenyl)-pyridazine-3-carboxylic acid (3-fluoro-piperidin-4-ylmethyl)-amide dihydrochloride. The crude product was used without further purification. Reactants: C(C)(C)(C)OC(C(C)(C)SC=1SC=C(N1)CCN)=O (2-{[4-(2-aminoethyl)-1,3-thiazol-2-yl]thio}-2-methylpropionic acid tert-butyl ester), FC(C(=O)O)(F)F (trifluoroacetic acid), ClC1=NC=C(C=C1)C#N (2-chloro-5-cyanopyridine), BrC1=CC=C(CBr)C=C1 (4-bromobenzylbromide). Solvent: ClCCl (dichloromethane). Run at time 12 hour. Product: Cl.BrC1=CC=C(C=C1)CN(CCC=1N=C(SC1)SC(C(=O)O)(C)C)C1=NC=C(C=C1)C#N (2-[(4-{2-[(4-bromophenylmethyl)(5-cyanopyridin-2-yl)amino]ethyl}-1,3-thiazol-2-yl)thio]-2-methylpropionic acid hydrochloride). Reaction SMILES: C([O:5][C:6](=[O:19])[C:7]([S:10][C:11]1[S:12][CH:13]=[C:14]([CH2:16][CH2:17][NH2:18])[N:15]=1)([CH3:9])[CH3:8])(C)(C)C.[Cl:20][C:21]1[CH:26]=[CH:25][C:24]([C:27]#[N:28])=[CH:23][N:22]=1.[Br:29][C:30]1[CH:37]=[CH:36][C:33]([CH2:34]Br)=[CH:32][CH:31]=1.FC(F)(F)C(O)=O>ClCCl>[ClH:20].[Br:29][C:30]1[CH:37]=[CH:36][C:33]([CH2:34][N:18]([C:21]2[CH:26]=[CH:25][C:24]([C:27]#[N:28])=[CH:23][N:22]=2)[CH2:17][CH2:16][C:14]2[N:15]=[C:11]([S:10][C:7]([CH3:8])([CH3:9])[C:6]([OH:5])=[O:19])[S:12][CH:13]=2)=[CH:32][CH:31]=1 |f:5.6|. Reported procedure: A compound obtained by an operation similar to that of Example 265-1 and using 2-{[4-(2-aminoethyl)-1,3-thiazol-2-yl]thio}-2-methylpropionic acid tert-butyl ester synthesized in Example 7 and 2-chloro-5-cyanopyridine as starting materials, followed by an operation similar to that of Example 265-2 and using 4-bromobenzylbromide as starting material was treated with dichloromethane and trifluoroacetic acid, and the mixture was stirred at room temperature for 12 hr. The reaction solution was concen...